This data is from the Open Reaction Database (ORD), a public repository of structured organic reaction records. The task is: describe an organic reaction: reactants, conditions, products, and yield Reactants: FC1=C(C2=CC=C(C(=C2C=C1F)F)C=1C=NC(=CC1)OCCCCCC)O (2,3,5-trifluoro-6-(6-hexyloxypyridin-3-yl)naphthalen-1-ol), F[C@H](CO)CCCCCCCC (2-(S)-fluorodecan-1-ol). Product: C(CCCCC)OC1=NC=C(C=C1)C1=C(C2=CC(=C(C(=C2C=C1)OCC(CCCCCCCC)F)F)F)F (2-Hexyloxy-5-[1,6,7-trifluoro-5-(2-fluorodecyloxy)naphthalen-2-yl]pyridine). As a reaction SMILES: [F:1][C:2]1[C:11]([F:12])=[CH:10][C:9]2[C:4](=[CH:5][CH:6]=[C:7]([C:14]3[CH:15]=[N:16][C:17]([O:20][CH2:21][CH2:22][CH2:23][CH2:24][CH2:25][CH3:26])=[CH:18][CH:19]=3)[C:8]=2[F:13])[C:3]=1[OH:27].[F:28][C@@H:29]([CH2:32][CH2:33][CH2:34][CH2:35][CH2:36][CH2:37][CH2:38][CH3:39])[CH2:30]O>>[CH2:21]([O:20][C:17]1[CH:18]=[CH:19][C:14]([C:7]2[CH:6]=[CH:5][C:4]3[C:9](=[CH:10][C:11]([F:12])=[C:2]([F:1])[C:3]=3[O:27][CH2:30][CH:29]([F:28])[CH2:32][CH2:33][CH2:34][CH2:35][CH2:36][CH2:37][CH2:38][CH3:39])[C:8]=2[F:13])=[CH:15][N:16]=1)[CH2:22][CH2:23][CH2:24][CH2:25][CH3:26]. Reported procedure: From 2,3,5-trifluoro-6-(6-hexyloxypyridin-3-yl)naphthalen-1-ol and 2-(S)-fluorodecan-1-ol by means of the Mitsunobu reaction. Reactants: CC(=O)C (acetone), O=C[C@H](O)[C@@H](O)[C@@H](O)[C@H](O)CO (D-galactose), I (hydriodic acid), N1=CC=CC=C1 (pyridine). Reaction conditions: temperature 60 celsius, time 8 hour. Product: CC1(O[C@H]2[C@H](O[C@H]3[C@@H]([C@H]2O1)OC(O3)(C)C)CO)C (1,2:3,4-di-O-isopropylidene-α-D-galactopyranose). Isolated yield 59.0%. As a reaction SMILES: [CH3:1][C:2]([CH3:4])=[O:3].[O:5]=[CH:6][C@@H:7]([C@H:9]([C@H:11]([C@@H:13]([CH2:15][OH:16])[OH:14])[OH:12])O)[OH:8].I.N1C=C[CH:21]=[CH:20][CH:19]=1>>[CH3:1][C:2]1([CH3:4])[O:12][C@H:11]2[C@H:9]([C@@H:7]([CH2:6][OH:5])[O:8][C@@H:15]3[O:16][C:20]([CH3:21])([CH3:19])[O:14][C@@H:13]32)[O:3]1. Procedure details: To 200 ml of acetone were added 10.0 g of D-galactose and 175 mg of hydriodic acid (57%) and the mixture was refluxed with stirring in a water bath at 60° C. for 8 hours. During this reaction, the refluxing solvent was dried with 20 g of Molecular Sieves 3A interposed between the reaction vessel and the cooling jacket. After completion of the reaction, a small amount of pyridine was added. The acetone was then distilled off under reduced pressure and the residue was dissolved in benzene, washed ... Starting materials: C1COCCN1, O=Cc1ccc(F)cc1, CN(C)C=O, O. Yields the product O=Cc1ccc(N2CCOCC2)cc1. Reaction SMILES: [CH2:10]1[CH2:11][O:12][CH2:13][CH2:14][NH:15]1.[F:1][c:2]1[cH:3][cH:4][c:5]([CH:6]=[O:7])[cH:8][cH:9]1.[O:16]=[CH:17][N:18]([CH3:19])[CH3:20].[OH2:21]>>[c:2]1([N:15]2[CH2:10][CH2:11][O:12][CH2:13][CH2:14]2)[cH:3][cH:4][c:5]([CH:6]=[O:7])[cH:8][cH:9]1. Reactants: C(=O)N (formamide), NC1=C(SC2=C1C=CC=C2[N+](=O)[O-])C(=O)OC (methyl 3-amino-7-nitrobenzothiophene-2-carboxylate), C(C)(=O)O.C(=N)N (formamidine acetate). Reaction conditions: temperature 25 celsius, time 1 hour. Product: [N+](=O)([O-])C1=CC=CC2=C1S(C1=C2N=CN=C1)=O (6-Nitrobenzothieno [3,2-d]pyrimidone), solid. The yield is 68.0%. Reaction SMILES: [NH2:1][C:2]1[C:6]2[CH:7]=[CH:8][CH:9]=[C:10]([N+:11]([O-:13])=[O:12])[C:5]=2[S:4][C:3]=1[C:14](OC)=O.C(O)(=O)C.[CH:22]([NH2:24])=N.C(N)=[O:26]>>[N+:11]([C:10]1[C:5]2[S:4](=[O:26])[C:3]3[CH:14]=[N:24][CH:22]=[N:1][C:2]=3[C:6]=2[CH:7]=[CH:8][CH:9]=1)([O-:13])=[O:12] |f:1.2|. Reported procedure: A mixture of methyl 3-amino-7-nitrobenzothiophene-2-carboxylate (242 mg, 0.96 mmol) and formamidine acetate (0.51 g, 4.9 mmol) was heated up to 185° C. when 1.5 mL formamide was added to the reaction. After 1 hour at 185° C., the reaction was cooled to 25° C. The solid was collected and washed with water then dried. 6-Nitrobenzothieno [3,2-d]pyrimidone was isolated as a yellow solid (161.5 mg, 68%). The reactants are NC=1C=CC(=NC1C)C(=O)O (5-amino-6-methylpicolinic acid), OS(=O)(=O)O (H2SO4), CO (methanol). Run at temperature 60 celsius, time 8 hour. Product: NC=1C=CC(=NC1C)C(=O)OC (methyl 5-amino-6-methylpicolinate). RXN SMILES: [NH2:1][C:2]1[CH:3]=[CH:4][C:5]([C:9]([OH:11])=[O:10])=[N:6][C:7]=1[CH3:8].OS(O)(=O)=O.[CH3:17]O>>[NH2:1][C:2]1[CH:3]=[CH:4][C:5]([C:9]([O:11][CH3:17])=[O:10])=[N:6][C:7]=1[CH3:8]. Reported procedure: To a solution of 5-amino-6-methylpicolinic acid (31D, 240 mg, 1.5 mmol) in methanol was added conc. H2SO4. The solution was stirred at 60° C. overnight, when LC-MS showed that s.m. was consumed. Then the mixture was concentrated and neutralized with Na2CO3 solution to pH=7. The mixture was extracted with DCM (10 mL×3). The organic layer was dried and concentrated to give the title compound 31E. LC-MS: m/z 167 (M+H)+ Reactants: C([O-])(O)=O.[Na+] (sodium bicarbonate), C(C)(=O)OCC (ethyl acetate), imine, FC(C(CC(C)(C)C1=C(C(=CC=C1)F)OC)(O)C=NC1=C2C=NNC2=CC=C1)(F)F (1,1,1-trifluoro-4-(3-fluoro-2-methoxyphenyl)-2-[(1H-indazol-4-yl)iminomethyl]-4-methylpentan-2-ol), solution. Reagents/catalysts: Cl[Ti](Cl)(Cl)Cl (TiCl4). Run in ClCCl (dichloromethane), ClCCl (dichloromethane). Reaction conditions: temperature -22.5 celsius. Product: FC=1C(=C2C(CC(C(C2=CC1)NC1=C2C=NNC2=CC=C1)(O)C(F)(F)F)(C)C)OC ((−)-6-Fluoro-5-methoxy-1-[(1H-indazol-4-yl)amino]-4,4-dimethyl-2-(trifluoromethyl)-1,2,3,4-tetrahydronaphthalen-2-ol). Isolated yield 81.1%. As a reaction SMILES: [F:1][C:2]([F:30])([F:29])[C:3]([CH:18]=[N:19][C:20]1[CH:28]=[CH:27][CH:26]=[C:25]2[C:21]=1[CH:22]=[N:23][NH:24]2)([OH:17])[CH2:4][C:5]([C:8]1[CH:13]=[CH:12][CH:11]=[C:10]([F:14])[C:9]=1[O:15][CH3:16])([CH3:7])[CH3:6].C(=O)(O)[O-].[Na+].C(OCC)(=O)C>ClCCl.Cl[Ti](Cl)(Cl)Cl>[F:14][C:10]1[C:9]([O:15][CH3:16])=[C:8]2[C:13](=[CH:12][CH:11]=1)[CH:18]([NH:19][C:20]1[CH:28]=[CH:27][CH:26]=[C:25]3[C:21]=1[CH:22]=[N:23][NH:24]3)[C:3]([C:2]([F:29])([F:1])[F:30])([OH:17])[CH2:4][C:5]2([CH3:7])[CH3:6] |f:1.2|. Reported procedure: 1.32 g (3.117 mmol) of the above-described imine, 1,1,1-trifluoro-4-(3-fluoro-2-methoxyphenyl)-2-[(1H-indazol-4-yl)iminomethyl]-4-methylpentan-2-ol, is dissolved in 22.8 ml of dichloromethane. 9.35 ml of a 1M solution of TiCl4 in dichloromethane (3 equivalents) is added to this solution at −30° C., specifically under nitrogen within 15 minutes. The reaction mixture is stirred for three and one-half hours at −30 to −15° C. The batch is mixed drop by drop with saturated sodium bicarbonate solution...